Dataset: the Open Reaction Database (ORD), a public repository of structured organic reaction records. Task: describe an organic reaction: reactants, conditions, products, and yield Starting materials: NCC(C)(C)N (1,2-diamino-2-methyl-propane), C1(=CC=CC=C1)S(=O)(=O)Cl (benzenesulfonyl chloride). Run in C(Cl)(Cl)Cl (chloroform), N1=CC=CC=C1 (pyridine). Run at temperature 0 celsius, time 30 minute. The product is CC(CNS(=O)(=O)C1=CC=CC=C1)(C)N (1,1-Dimethyl-2-(phenylsulfonylamino)ethylamine). The yield is 79.1%. As a reaction SMILES: [NH2:1][CH2:2][C:3]([NH2:6])([CH3:5])[CH3:4].[C:7]1([S:13](Cl)(=[O:15])=[O:14])[CH:12]=[CH:11][CH:10]=[CH:9][CH:8]=1>C(Cl)(Cl)Cl.N1C=CC=CC=1>[CH3:4][C:3]([NH2:6])([CH3:5])[CH2:2][NH:1][S:13]([C:7]1[CH:12]=[CH:11][CH:10]=[CH:9][CH:8]=1)(=[O:15])=[O:14]. Reported procedure: To a mixture of 14.97 g (0.196 mol) of 1,2-diamino-2-methyl-propane in 300 ml of chloroform and 80 ml pyridine at 0° C. was added 10 g (0.057 mol) of benzenesulfonyl chloride at 0° C. The reaction mixture was stirred at 0° C. for 30 minutes and allowed to reach room temperature. The mixture was evaporated to dryness in vacuo and the residue was partitioned between water and chloroform. Evaporation of the chloroform gave 10.3 g (79%) of semisolid. The product was identified by NMR and IR spectros... The reactants are C(C1=CC=CC=C1)(C1=CC=CC=C1)O.C(CCCCCCC)NC(NC1=C(OC2=C(C(=O)[O-])C=CC=C2)C=CC(=C1)C(F)(F)F)=O (benzhydrol 2-[2[3-(octyl)ureido]-4-trifluoromethylphenoxy)-benzoate). Reagents/catalysts: [Pd] (palladium on carbon). Run in C(C)(=O)OCC (ethyl acetate), C(Cl)(Cl)Cl (chloroform). Conditions: time 3 hour. Yields the product C(CCCCCCC)NC(NC1=C(OC2=C(C(=O)O)C=CC=C2)C=CC(=C1)C(F)(F)F)=O (2-[2-[3-(Octyl)ureido]-4-trifluoromethylphenoxy]benzoic acid). As a reaction SMILES: C(O)(C1C=CC=CC=1)C1C=CC=CC=1.[CH2:15]([NH:23][C:24](=[O:46])[NH:25][C:26]1[CH:41]=[C:40]([C:42]([F:45])([F:44])[F:43])[CH:39]=[CH:38][C:27]=1[O:28][C:29]1[CH:37]=[CH:36][CH:35]=[CH:34][C:30]=1[C:31]([O-:33])=[O:32])[CH2:16][CH2:17][CH2:18][CH2:19][CH2:20][CH2:21][CH3:22]>[Pd].C(OCC)(=O)C.C(Cl)(Cl)Cl>[CH2:15]([NH:23][C:24](=[O:46])[NH:25][C:26]1[CH:41]=[C:40]([C:42]([F:44])([F:45])[F:43])[CH:39]=[CH:38][C:27]=1[O:28][C:29]1[CH:37]=[CH:36][CH:35]=[CH:34][C:30]=1[C:31]([OH:33])=[O:32])[CH2:16][CH2:17][CH2:18][CH2:19][CH2:20][CH2:21][CH3:22] |f:0.1|. Procedure: A mixture of benzhydrol 2-[2[3-(octyl)ureido]-4-trifluoromethylphenoxy)-benzoate (290 mg, 0.00047 mol) and 10% palladium on carbon (100 mg) in ethyl acetate was hydrogenated in a parr bottle, at 55 psi for three hours. The mixture was diluted with chloroform, filtered through Celite and the filtrate evaporated. The residue was flash chromatographed (silica gel, ethyl acetate/hexane/formic acid) to give the title compound. 1H NMR (250 MHz, CD3OD) δ8.52 (d, 1H), 7.95 (dd, 1H), 7.6 (tt, 1H), 7.35 (... Starting materials: FC(C1=NN=C2N1C=CN=C2)F (3-(difluoromethyl)-[1,2,4]triazolo[4,3-a]pyrazine). The reagents and catalysts are [Pd] (Pd—C). Solvent: CO (methanol). Reaction conditions: time 3 hour. The product is FC(C1=NN=C2N1CCNC2)F (3-(difluoromethyl)-5,6,7,8-tetrahydro-[1,2,4]triazolo[4,3-a]pyrazine). The yield is 85.1%. RXN SMILES: [F:1][CH:2]([F:12])[C:3]1[N:7]2[CH:8]=[CH:9][N:10]=[CH:11][C:6]2=[N:5][N:4]=1>CO.[Pd]>[F:12][CH:2]([F:1])[C:3]1[N:7]2[CH2:8][CH2:9][NH:10][CH2:11][C:6]2=[N:5][N:4]=1. Reported procedure: 3-(Difluoromethyl)-[1,2,4]triazolo[4,3-a]pyrazine 23c (460 mg, 2.70 mmol) was dissolved in 10 mL of methanol, followed by addition of Pd—C (10%, 46 mg), and the reactor was purged with hydrogen for three times. After stirring for 3 hours, the reaction mixture was filtered and the filter cake was washed with methanol (10 mL). The filtrate was concentrated under reduced pressure to obtain crude 3-(difluoromethyl)-5,6,7,8-tetrahydro-[1,2,4]triazolo[4,3-a]pyrazine 23d (400 mg) as a light yellow oil.... Starting materials: FC1=C(C=C(C(=C1)C=1OC(=NN1)C=1C(=NOC1C)C1=CC=CC=C1)OC)N1CCSCC1 (4-{2-fluoro-5-methoxy-4-[5-(5-methyl-3-phenyl-isoxazol-4-yl)-[1,3,4]oxadiazol-2-yl]-phenyl}-thiomorpholine), S([O-])(O)=O.[Na+] (sodium bisulfite), OS(=O)(=O)[O-].OS(=O)(=O)O[O-].OS(=O)(=O)O[O-].[O-]S(=O)(=O)[O-].[K+].[K+].[K+].[K+].[K+] (potassium monopersulfate triple salt). The solvent is CO (methanol), O (water). Reaction conditions: temperature 80 celsius, time 0.5 hour. Product: FC1=C(C=C(C(=C1)C=1OC(=NN1)C=1C(=NOC1C)C1=CC=CC=C1)OC)N1CCS(CC1)(=O)=O (4-{2-Fluoro-5-methoxy-4-[5-(5-methyl-3-phenyl-isoxazol-4-yl)-[1,3,4]oxadiazol-2-yl]-phenyl}-thiomorpholine 1,1-dioxide). Isolated yield 53.5%. As a reaction SMILES: [F:1][C:2]1[CH:7]=[C:6]([C:8]2[O:9][C:10]([C:13]3[C:14]([C:19]4[CH:24]=[CH:23][CH:22]=[CH:21][CH:20]=4)=[N:15][O:16][C:17]=3[CH3:18])=[N:11][N:12]=2)[C:5]([O:25][CH3:26])=[CH:4][C:3]=1[N:27]1[CH2:32][CH2:31]S[CH2:29][CH2:28]1.[OH:33][S:34]([O-:37])(=O)=O.OS(O[O-])(=O)=O.OS(O[O-])(=O)=O.[O-]S([O-])(=O)=O.[K+].[K+].[K+].[K+].[K+].S(=O)(O)[O-].[Na+]>CO.O>[F:1][C:2]1[CH:7]=[C:6]([C:8]2[O:9][C:10]([C:13]3[C:14]([C:19]4[CH:24]=[CH:23][CH:22]=[CH:21][CH:20]=4)=[N:15][O:16][C:17]=3[CH3:18])=[N:11][N:12]=2)[C:5]([O:25][CH3:26])=[CH:4][C:3]=1[N:27]1[CH2:32][CH2:31][S:34](=[O:37])(=[O:33])[CH2:29][CH2:28]1 |f:1.2.3.4.5.6.7.8.9,10.11|. Procedure: To a suspension of 4-{2-fluoro-5-methoxy-4-[5-(5-methyl-3-phenyl-isoxazol-4-yl)-[1,3,4]oxadiazol-2-yl]-phenyl}-thiomorpholine (400 mg, 0.88 mmol) in methanol (6 mL) and water (0.3 mL) was added potassium monopersulfate triple salt (1.09 g, 1.77 mmol) under an atmosphere of nitrogen and the mixture was heated for 18 h at 80° C. The reaction mixture was cooled to ambient temperature, sodium bisulfite (38% in water, 3 mL) was added and stirred for 0.5 h at ambient temperature. The resulting suspens... The reactants are COc1cc2c(OS(=O)(=O)C(F)(F)F)ccnc2cc1OCc1ccccc1, [NH-]c1ccc(F)cc1, O=C(O)C1(C(=O)Nc2ccc(O)c(F)c2)CC1, Cc1cccc(C)n1. The product is [NH-]c1ccc(F)cc1, COc1cc2c(Oc3ccc(NC(=O)C4(C(=O)O)CC4)cc3F)ccnc2cc1OCc1ccccc1. As a reaction SMILES: [CH2:26]([c:27]1[cH:28][cH:29][cH:30][cH:31][cH:32]1)[O:33][c:34]1[c:35]([O:52][CH3:53])[cH:36][c:37]2[c:38]([O:44][S:45]([C:46]([F:47])([F:48])[F:49])(=[O:50])=[O:51])[cH:39][cH:40][n:41][c:42]2[cH:43]1.[F:1][c:2]1[cH:3][cH:4][c:5]([NH-:8])[cH:6][cH:7]1.[F:9][c:10]1[cH:11][c:12]([NH:17][C:18](=[O:19])[C:20]2([C:23](=[O:24])[OH:25])[CH2:21][CH2:22]2)[cH:13][cH:14][c:15]1[OH:16].[n:54]1[c:55]([CH3:56])[cH:57][cH:58][cH:59][c:60]1[CH3:61]>>[F:1][c:2]1[cH:3][cH:4][c:5]([NH-:8])[cH:6][cH:7]1.[F:9][c:10]1[cH:11][c:12]([NH:17][C:18](=[O:19])[C:20]2([C:23](=[O:24])[OH:25])[CH2:21][CH2:22]2)[cH:13][cH:14][c:15]1[O:16][c:38]1[c:37]2[cH:36][c:35]([O:52][CH3:53])[c:34]([O:33][CH2:26][c:27]3[cH:28][cH:29][cH:30][cH:31][cH:32]3)[cH:43][c:42]2[n:41][cH:40][cH:39]1. Reactants: CCOC(=O)c1cn2c3c(c(C#N)ccc3c1=O)CCC2C, CC(=O)[O-], CC(=O)OC(C)=O, [Na+]. The product is CCOC(=O)c1cn2c3c(c(CNC(C)=O)ccc3c1=O)CCC2C. As a reaction SMILES: [C:1](#[N:2])[c:3]1[cH:4][cH:5][c:6]2[c:7](=[O:22])[c:8]([C:17](=[O:18])[O:19][CH2:20][CH3:21])[cH:9][n:10]3[c:15]2[c:14]1[CH2:13][CH2:12][CH:11]3[CH3:16].[CH3:24][C:25]([O-:26])=[O:27].[CH3:28][C:29]([O:30][C:31](=[O:32])[CH3:33])=[O:34].[Na+:23]>>[CH2:1]([NH:2][C:25]([CH3:24])=[O:26])[c:3]1[cH:4][cH:5][c:6]2[c:7](=[O:22])[c:8]([C:17](=[O:18])[O:19][CH2:20][CH3:21])[cH:9][n:10]3[c:15]2[c:14]1[CH2:13][CH2:12][CH:11]3[CH3:16]. Starting materials: O (water), ClC1=CC=C(C=C1)N1C(N(C(=C1Br)C#N)C)=O (1-(4-chlorophenyl)-5-bromo-4-cyano-3-methyl-1,3-dihydro-2H-imidazol-2-one), ClC1=CC=C(C=C1)N1C(N(C(=C1Br)C#N)C)=O (1-(4-chlorophenyl)-5-bromo-4-cyano-3-methyl-1,3-dihydro-2H-imidazol-2-one), [F-].[K+] (potassium fluoride). Solvent: CS(=O)C (dimethyl sulfoxide). Yields the product ClC1=CC=C(C=C1)N1C(N(C(=C1F)C#N)C)=O (1-(4-chlorophenyl)-4-cyano-5-fluoro-3-methyl-1,3-dihydro-2H-imidazol-2-one). As a reaction SMILES: [Cl:1][C:2]1[CH:7]=[CH:6][C:5]([N:8]2[C:12](Br)=[C:11]([C:14]#[N:15])[N:10]([CH3:16])[C:9]2=[O:17])=[CH:4][CH:3]=1.[F-:18].[K+].O>CS(C)=O>[Cl:1][C:2]1[CH:7]=[CH:6][C:5]([N:8]2[C:12]([F:18])=[C:11]([C:14]#[N:15])[N:10]([CH3:16])[C:9]2=[O:17])=[CH:4][CH:3]=1 |f:1.2|. Procedure details: A solution of the product of Example 66, 1-(4-chlorophenyl)-5-bromo-4-cyano-3-methyl-1,3-dihydro-2H-imidazol-2-one (0.4 g, 1.3 mmol) and potassium fluoride (0.14 g, 2.66 mmol) in 100 mL of dry dimethyl sulfoxide was heated to 130° C. for two hours, then cooled and poured into 100 mL of water. The product was extracted into ethyl acetate, washed with saturated brine solution, dried, and concentrated to an oil. The oil was chromatographed through silica gel (25:75 ethyl acetate:petroleum ether). C...